This data is from the Open Reaction Database (ORD), a public repository of structured organic reaction records. The task is: describe an organic reaction: reactants, conditions, products, and yield Reactants: COC(=O)C1CCC(CC1)N (4-Amino-cyclohexanecarboxylic acid methyl ester), C(=O)(OCC1C2=CC=CC=C2C2=CC=CC=C12)N=C=S (Fmoc-isothiocyanate). The product is COC(=O)C1CCC(CC1)NC(=S)N (4-Thioureido-cyclohexanecarboxylic acid methyl ester). Isolated yield 26.7%. RXN SMILES: [CH3:1][O:2][C:3]([CH:5]1[CH2:10][CH2:9][CH:8]([NH2:11])[CH2:7][CH2:6]1)=[O:4].C([N:29]=[C:30]=[S:31])(OCC1C2C(=CC=CC=2)C2C1=CC=CC=2)=O>>[CH3:1][O:2][C:3]([CH:5]1[CH2:10][CH2:9][CH:8]([NH:11][C:30]([NH2:29])=[S:31])[CH2:7][CH2:6]1)=[O:4]. Procedure: 4-Thioureido-cyclohexanecarboxylic acid methyl ester (150 mg) compound was prepared following general procedure D using 4-Amino-cyclohexanecarboxylic acid methyl ester (500 mg, 11.0 mmol), and Fmoc-isothiocyanate (730 mg). Purification: (Silica gel, ethyl acetate/hexane 1:1). LCMS m/z: 217.0 (M+1)+.